Dataset: the Open Reaction Database (ORD), a public repository of structured organic reaction records. Task: describe an organic reaction: reactants, conditions, products, and yield Starting materials: ClC1=NC=C(C=C1Cl)C(C)=O (2,3-dichloro-5-acetylpyridine), N (ammonia). Run in O1CCCC1 (tetrahydrofuran). Yields the product NC1=NC=C(C=C1Cl)C(C)=O (2-Amino-3-chloro-5-acetylpyridine). As a reaction SMILES: Cl[C:2]1[C:7]([Cl:8])=[CH:6][C:5]([C:9](=[O:11])[CH3:10])=[CH:4][N:3]=1.[NH3:12]>O1CCCC1>[NH2:12][C:2]1[C:7]([Cl:8])=[CH:6][C:5]([C:9](=[O:11])[CH3:10])=[CH:4][N:3]=1. Procedure: 1.9 g (10 mmol) of 2,3-dichloro-5-acetylpyridine are heated at 170° C. in a mixture of 80 ml of tetrahydrofuran and 20 ml of concentrated aqueous ammonia in an autoclave for 8 hours. After the tetrahydrofuran has been evaporated off, the residue is diluted with water and the mixture is brought to pH 5 and extracted with ethyl acetate. RXN SMILES: [CH2:1]([CH:2]=[CH2:3])[C:4]1([CH3:32])[C:5](=[O:31])[N:6]([CH:24]([C:25](=[O:26])[O:27][CH3:28])[CH2:29][CH3:30])[CH:7]([c:17]2[cH:18][cH:19][c:20]([Cl:23])[cH:21][cH:22]2)[CH:8]([c:10]2[cH:11][c:12]([Cl:16])[cH:13][cH:14][cH:15]2)[CH2:9]1.[CH2:38]1[O:39][CH2:40][CH2:41][CH2:42]1.[CH3:33][CH2:34][O:35][CH2:36][CH3:37]>>[CH2:1]([CH:2]=[CH2:3])[C:4]1([CH3:32])[C:5](=[O:31])[N:6]([CH:24]([CH2:25][OH:26])[CH2:29][CH3:30])[CH:7]([c:17]2[cH:18][cH:19][c:20]([Cl:23])[cH:21][cH:22]2)[CH:8]([c:10]2[cH:11][c:12]([Cl:16])[cH:13][cH:14][cH:15]2)[CH2:9]1. Product: C=CCC1(C)CC(c2cccc(Cl)c2)C(c2ccc(Cl)cc2)N(C(CC)CO)C1=O. Reactants: C=CCC1(C)CC(c2cccc(Cl)c2)C(c2ccc(Cl)cc2)N(C(CC)C(=O)OC)C1=O, C1CCOC1, CCOCC. The reactants are ClC1=NC(=CC(=N1)C=1C=NC(=NC1)NC)Cl (2,6-dichloro-N-methyl-4,5′-bipyrimidin-2′-amine), N1CCOCC1 (morpholine). Reported procedure: According to Method 6, the reaction of 2,6-dichloro-N-methyl-4,5′-bipyrimidin-2′-amine with morpholine in acetonitrile gave 2-chloro-N-methyl-6-morpholino-4,5′-bipyrimidin-2′-amine. As a reaction SMILES: [Cl:1][C:2]1[N:7]=[C:6]([C:8]2[CH:9]=[N:10][C:11]([NH:14][CH3:15])=[N:12][CH:13]=2)[CH:5]=[C:4](Cl)[N:3]=1.[NH:17]1[CH2:22][CH2:21][O:20][CH2:19][CH2:18]1>C(#N)C>[Cl:1][C:2]1[N:7]=[C:6]([C:8]2[CH:9]=[N:10][C:11]([NH:14][CH3:15])=[N:12][CH:13]=2)[CH:5]=[C:4]([N:17]2[CH2:22][CH2:21][O:20][CH2:19][CH2:18]2)[N:3]=1. Run in C(C)#N (acetonitrile). Product: ClC1=NC(=CC(=N1)C=1C=NC(=NC1)NC)N1CCOCC1 (2-chloro-N-methyl-6-morpholino-4,5′-bipyrimidin-2′-amine). Starting materials: C, OCC1(O)CCCN(Cc2ccccc2)CC1, CCO, Cl, [H][H], [Pd]. Product: Cl, OCC1(O)CCCNCC1. As a reaction SMILES: [C:21].[CH2:2]([c:3]1[cH:4][cH:5][cH:6][cH:7][cH:8]1)[N:9]1[CH2:10][CH2:11][C:12]([OH:16])([CH2:17][OH:18])[CH2:13][CH2:14][CH2:15]1.[CH3:23][CH2:24][OH:25].[ClH:1].[H:19][H:20].[Pd:22]>>[ClH:1].[NH:9]1[CH2:10][CH2:11][C:12]([OH:16])([CH2:17][OH:18])[CH2:13][CH2:14][CH2:15]1.